From a dataset of the Open Reaction Database (ORD), a public repository of structured organic reaction records. describe an organic reaction: reactants, conditions, products, and yield Reactants: CCNC(=O)c1ccc(-n2nnc(C(=O)NC3CC3)c2C=Cc2nccs2)cc1, CN(C)C=O. The product is CCNC(=O)c1ccc(-n2nnc(C(=O)NC3CC3)c2CCc2nccs2)cc1. As a reaction SMILES: [CH:1]1([NH:4][C:5](=[O:6])[c:7]2[n:8][n:9][n:10](-[c:19]3[cH:20][cH:21][c:22]([C:25](=[O:26])[NH:27][CH2:28][CH3:29])[cH:23][cH:24]3)[c:11]2[CH:12]=[CH:13][c:14]2[s:15][cH:16][cH:17][n:18]2)[CH2:2][CH2:3]1.[O:30]=[CH:31][N:32]([CH3:33])[CH3:34]>>[CH:1]1([NH:4][C:5](=[O:6])[c:7]2[n:8][n:9][n:10](-[c:19]3[cH:20][cH:21][c:22]([C:25](=[O:26])[NH:27][CH2:28][CH3:29])[cH:23][cH:24]3)[c:11]2[CH2:12][CH2:13][c:14]2[s:15][cH:16][cH:17][n:18]2)[CH2:2][CH2:3]1. Starting materials: CC=1CC2=CC=CC(=C2C1)C1=CC=CC=C1 (2-methyl-4-phenylindene), [Li]CCCC (n-BuLi). The solvent is hexanes. Run at time 17 hour. The product is CC=1[CH-]C2=CC=CC(=C2C1)C1=CC=CC=C1.[Li+] (lithium 2-methyl-4-phenylindenide). The yield is 89.0%. Reaction SMILES: [CH3:1][C:2]1[CH2:3][C:4]2[C:9]([CH:10]=1)=[C:8]([C:11]1[CH:16]=[CH:15][CH:14]=[CH:13][CH:12]=1)[CH:7]=[CH:6][CH:5]=2.[Li:17]CCCC>>[CH3:1][C:2]1[CH-:3][C:4]2[C:9]([CH:10]=1)=[C:8]([C:11]1[CH:16]=[CH:15][CH:14]=[CH:13][CH:12]=1)[CH:7]=[CH:6][CH:5]=2.[Li+:17] |f:2.3|. Procedure details: To a solution of 2-methyl-4-phenylindene (10.03 g, 49.3 mmol) in 200 mL of hexanes was added dropwise over 10 minutes 32 mL of 1.6M n-BuLi. The resulting yellow suspension was stirred for 17 hours. The suspension was filtered and the solid washed twice with 5 mL of hexane. The light yellow solid was dried in vacuo for 2 hours to leave 9.21 g (89 percent yield) of lithium 2-methyl-4-phenylindenide. A second crop (0.61 g) was obtained by concentrating the filtrate to about 80 mL and filtering afte... The reactants are [OH-].[Na+] (sodium hydroxide), FC1=C(NC2=NC=NC3=CC(=C(C=C23)OC)NC(COC)=O)C=C(C(=C1)C)OC(=O)OC (4-(2-fluoro-5-methoxycarbonyloxy-4-methylanilino)-6-methoxy-7-methoxyacetamidoquinazoline), Cl (hydrochloric acid). Solvent: O (water), CO (methanol). Run at time 90 minute. Product: Cl.FC1=C(NC2=NC=NC3=CC(=C(C=C23)OC)NC(COC)=O)C=C(C(=C1)C)O (4-(2-fluoro-5-hydroxy-4-methylanilino)-6-methoxy-7-methoxyacetamidoquinazoline hydrochloride). The yield is 82.0%. As a reaction SMILES: [OH-].[Na+].[F:3][C:4]1[CH:28]=[C:27]([CH3:29])[C:26]([O:30]C(OC)=O)=[CH:25][C:5]=1[NH:6][C:7]1[C:16]2[C:11](=[CH:12][C:13]([NH:19][C:20](=[O:24])[CH2:21][O:22][CH3:23])=[C:14]([O:17][CH3:18])[CH:15]=2)[N:10]=[CH:9][N:8]=1.[ClH:35]>CO.O>[ClH:35].[F:3][C:4]1[CH:28]=[C:27]([CH3:29])[C:26]([OH:30])=[CH:25][C:5]=1[NH:6][C:7]1[C:16]2[C:11](=[CH:12][C:13]([NH:19][C:20](=[O:24])[CH2:21][O:22][CH3:23])=[C:14]([O:17][CH3:18])[CH:15]=2)[N:10]=[CH:9][N:8]=1 |f:0.1,6.7|. Reported procedure: 2M Aqueous sodium hydroxide solution (620 μl) was added dropwise to a suspension of 4-(2-fluoro-5-methoxycarbonyloxy-4-methylanilino)-6-methoxy-7-methoxyacetamidoquinazoline (275 mg, 0.62 mmol) in methanol (8 ml) at 5° C. and the mixture then stirred for 90 minutes at ambient temperature. The reaction mixture was diluted with water and adjusted to pH7 with 2M hydrochloric acid. The precipitated solid was collected by filtration, resuspended in ethanol and a 5M solution of hydrogen chloride in is... The reactants are C(C)(C)(C)NCC(COC1=C2C=NNC(C2=CC=C1)=S)O (5-(3-t-butylamino-2-hydroxypropoxy)-1(2H)-phthalazinthione), O.NN (hydrazine hydrate). The solvent is C(C)O (ethanol). Yields the product C(C)(C)(C)NCC(COC1=C2C=NN=C(C2=CC=C1)NN)O (5-(3-t-butylamino-2-hydroxypropoxy)-1-hydrazinophthalazine). Isolated yield 100.0%. RXN SMILES: [C:1]([NH:5][CH2:6][CH:7]([OH:21])[CH2:8][O:9][C:10]1[CH:19]=[CH:18][CH:17]=[C:16]2[C:11]=1[CH:12]=[N:13][NH:14][C:15]2=S)([CH3:4])([CH3:3])[CH3:2].O.[NH2:23][NH2:24]>C(O)C>[C:1]([NH:5][CH2:6][CH:7]([OH:21])[CH2:8][O:9][C:10]1[CH:19]=[CH:18][CH:17]=[C:16]2[C:11]=1[CH:12]=[N:13][N:14]=[C:15]2[NH:23][NH2:24])([CH3:4])([CH3:3])[CH3:2] |f:1.2|. Procedure details: A stirred mixture of 5-(3-t-butylamino-2-hydroxypropoxy)-1(2H)-phthalazinthione (0.5 g), ethanol (50 ml) and hydrazine hydrate (15 ml) was heated under reflux for 21 hours. Ethanol and excess of hydrazine were removed by evaporation under reduced pressure to give 5-(3-t-butylamino-2-hydroxypropoxy)-1-hydrazinophthalazine (0.5 g, 100%) which was treated with 1.0N sulphuric acid (3.26 ml). Evaporation under reduced pressure gave the crude salt which was crystallised from aqueous methanol to give 5...